This data is from the Open Reaction Database (ORD), a public repository of structured organic reaction records. The task is: describe an organic reaction: reactants, conditions, products, and yield Starting materials: O=C1CCC(=O)N1Br, Cc1ccc(C(C)(C)C)cc1Cl, ClC(Cl)(Cl)Cl. The product is CC(C)(C)c1ccc(CBr)c(Cl)c1. As a reaction SMILES: [Br:1][N:2]1[C:3](=[O:4])[CH2:5][CH2:6][C:7]1=[O:8].[C:9]([CH3:10])([CH3:11])([CH3:12])[c:13]1[cH:14][c:15]([Cl:20])[c:16]([CH3:19])[cH:17][cH:18]1.[Cl:21][C:22]([Cl:23])([Cl:24])[Cl:25]>>[Br:1][CH2:19][c:16]1[c:15]([Cl:20])[cH:14][c:13]([C:9]([CH3:10])([CH3:11])[CH3:12])[cH:18][cH:17]1. The reactants are C(C)OC1=C(CCN)C=CC=C1OC ((2-ethoxy-3-methoxy-benzyl)methylamine), (E)-3-(4-methyl-2-oxo-2,3,4,5-tetrahydro-1H-pyrido[2,3,-e][1,4]diazepin-7-yl)acrylic acid hydrochloride, CNCC1=C(C2=CC=CC=C2C=C1)CCC (methyl-(1-propyl-naphthalen-2-ylmethyl)amine), Cl.N1(CCOCC1)CCCN1C(NC2=C(C1)C=C(C=N2)/C=C/C(=O)O)=O ((E)-3-[3-(3-morpholin-4-yl-propyl)-2-oxo-1,2,3,4-tetrahydro-pyrido[2,3-d]pyrimidin-6-yl]acrylic acid hydrochloride). Yields the product Cl.C(C)OC1=C(CN(C(\C=C\C2=CC3=C(NC(N(C3)CCCN3CCOCC3)=O)N=C2)=O)C)C=CC=C1OC ((E)-N-(2-Ethoxy-3-methoxy-benzyl)-N-methyl-3-[3-(3-morpholin-4-yl-propyl)-2-oxo-1,2,3,4-tetrahydro-pyrido[2,3-d]pyrimidin-6-yl]acrylamide hydrochloride). Yield: 62.0%. As a reaction SMILES: [CH2:1]([O:3][C:4]1[C:12]([O:13][CH3:14])=[CH:11][CH:10]=[CH:9][C:5]=1[CH2:6]CN)[CH3:2].[CH3:15][NH:16]CC1C=CC2C(=CC=CC=2)C=1CCC.[ClH:31].[N:32]1([CH2:38][CH2:39][CH2:40][N:41]2[CH2:46][C:45]3[CH:47]=[C:48](/[CH:51]=[CH:52]/[C:53]([OH:55])=O)[CH:49]=[N:50][C:44]=3[NH:43][C:42]2=[O:56])[CH2:37][CH2:36][O:35][CH2:34][CH2:33]1>>[ClH:31].[CH2:1]([O:3][C:4]1[C:12]([O:13][CH3:14])=[CH:11][CH:10]=[CH:9][C:5]=1[CH2:6][N:16]([CH3:15])[C:53](=[O:55])/[CH:52]=[CH:51]/[C:48]1[CH:49]=[N:50][C:44]2[NH:43][C:42](=[O:56])[N:41]([CH2:40][CH2:39][CH2:38][N:32]3[CH2:37][CH2:36][O:35][CH2:34][CH2:33]3)[CH2:46][C:45]=2[CH:47]=1)[CH3:2] |f:2.3,4.5|. Procedure details: According to the procedure of Example 1, except substituting (2-ethoxy-3-methoxy-benzyl)methylamine for the methyl-(1-propyl-naphthalen-2-ylmethyl)amine, and substituting (E)-3-[3-(3-morpholin-4-yl-propyl)-2-oxo-1,2,3,4-tetrahydro-pyrido[2,3-d]pyrimidin-6-yl]acrylic acid hydrochloride for the (E)-3-(4-methyl-2-oxo-2,3,4,5-tetrahydro-1H-pyrido[2,3,-e][1,4]diazepin-7-yl)acrylic acid hydrochloride, the title compound (0.67 g, 62%) was prepared as an off-white solid: 1H NMR (500 MHz, DMSO-d6) δ 11.1... The reactants are Cc1cc(C#N)cnc1N1CCN(C(=O)c2ccc(Br)cc2F)CC1, CC1COC(=O)N1. Product: Cc1cc(C#N)cnc1N1CCN(C(=O)c2ccc(N3C(=O)OCC3C)cc2F)CC1. RXN SMILES: [Br:1][c:2]1[cH:3][c:4]([F:25])[c:5]([C:6](=[O:7])[N:8]2[CH2:9][CH2:10][N:11]([c:14]3[n:15][cH:16][c:17]([C:18]#[N:19])[cH:20][c:21]3[CH3:22])[CH2:12][CH2:13]2)[cH:23][cH:24]1.[CH3:26][CH:27]1[NH:28][C:29](=[O:32])[O:30][CH2:31]1>>[c:2]1([N:28]2[CH:27]([CH3:26])[CH2:31][O:30][C:29]2=[O:32])[cH:3][c:4]([F:25])[c:5]([C:6](=[O:7])[N:8]2[CH2:9][CH2:10][N:11]([c:14]3[n:15][cH:16][c:17]([C:18]#[N:19])[cH:20][c:21]3[CH3:22])[CH2:12][CH2:13]2)[cH:23][cH:24]1. Reactants: Zn Cu, BrC1=NN2C(N=C(C(=C2Br)C2=CC=CC=C2)Cl)=N1 (2,7-dibromo-5-chloro-6-phenyl[1,2,4]triazolo[1,5-a]pyrimidine), CO (methanol), C1CCOC1 (THF), Zn Cu. The solvent is C(C)(=O)O (acetic acid). Reaction conditions: temperature 45 celsius. The product is BrC1=NN2C(N=C(C(=C2)C2=CC=CC=C2)Cl)=N1 (2-Bromo-5-chloro-6-phenyl[1,2,4]triazolo[1,5-a]pyrimidine). Reaction SMILES: [Br:1][C:2]1[N:18]=[C:5]2[N:6]=[C:7]([Cl:17])[C:8]([C:11]3[CH:16]=[CH:15][CH:14]=[CH:13][CH:12]=3)=[C:9](Br)[N:4]2[N:3]=1.CO.C1COCC1>C(O)(=O)C>[Br:1][C:2]1[N:18]=[C:5]2[N:6]=[C:7]([Cl:17])[C:8]([C:11]3[CH:16]=[CH:15][CH:14]=[CH:13][CH:12]=3)=[CH:9][N:4]2[N:3]=1. Reported procedure: A mixture of 29.4 g 2,7-dibromo-5-chloro-6-phenyl[1,2,4]triazolo[1,5-a]pyrimidine, 125 ml methanol, 500 ml THF, 12.9 ml glacial acetic acid and 14.7 g of Zn/Cu pair are stirred at 45° C. After 3 and 5 hours additional portions of 7.3 g Zn/Cu pair are added. The mixture is filtered through celite and the filtrate is diluted with water and ethyl acetate. The phases are separated and the water layer is extracted with ethyl acetate. The combined organic layers are washed with saturated Na2CO3 soluti... Reactants: CI (methyl iodide), C([O-])([O-])=O.[K+].[K+] (potassium carbonate), BrC=1C=C(C(=C(C=O)C1)O)F (5-bromo-3-fluoro-2-hydroxybenzaldehyde). Solvent: C(C)(=O)OCC (ethyl acetate), CN(C=O)C (N,N-dimethylformamide). Reaction conditions: temperature 50 celsius, time 1 hour. The product is BrC=1C=C(C(=C(C=O)C1)OC)F (5-bromo-3-fluoro-2-methoxybenzaldehyde). The yield is 93.8%. As a reaction SMILES: [Br:1][C:2]1[CH:3]=[C:4]([F:11])[C:5]([OH:10])=[C:6]([CH:9]=1)[CH:7]=[O:8].CI.[C:14](=O)([O-])[O-].[K+].[K+]>CN(C)C=O.C(OCC)(=O)C>[Br:1][C:2]1[CH:3]=[C:4]([F:11])[C:5]([O:10][CH3:14])=[C:6]([CH:9]=1)[CH:7]=[O:8] |f:2.3.4|. Reported procedure: 928 mg of 5-bromo-3-fluoro-2-hydroxybenzaldehyde was dissolved in 3 ml of N,N-dimethylformamide, and 0.5 ml of methyl iodide and 1 g of potassium carbonate were successively added, followed by stirring for 1 hour at 50° C. The reaction mixture was diluted with ethyl acetate, and washed with water and saturated brine, dried over anhydrous magnesium sulfate, filtered, and the solvent was evaporated, to give 926 mg of 5-bromo-3-fluoro-2-methoxybenzaldehyde. This crude product was dissolved in 4 ml ... The product is CCCC(C(=O)OC)c1c(C)nc2cc(C(C)(C)C)nn2c1-c1ccc(Cl)cc1OC. Reactants: CCCC(C(=O)OC)c1c(C)nc2cc(C(C)(C)C)nn2c1Cl, CCN(C(C)C)C(C)C, COc1cc(Cl)ccc1B(O)O. Reaction SMILES: [C:1]([CH3:2])([CH3:3])([CH3:4])[c:5]1[n:6][n:7]2[c:8]([n:9][c:10]([CH3:22])[c:11]([CH:14]([C:15](=[O:16])[O:17][CH3:18])[CH2:19][CH2:20][CH3:21])[c:12]2[Cl:13])[cH:23]1.[CH:36]([N:37]([CH:38]([CH3:39])[CH3:40])[CH2:41][CH3:42])([CH3:43])[CH3:44].[Cl:24][c:25]1[cH:26][c:27]([O:34][CH3:35])[c:28]([B:31]([OH:32])[OH:33])[cH:29][cH:30]1>>[C:1]([CH3:2])([CH3:3])([CH3:4])[c:5]1[n:6][n:7]2[c:8]([n:9][c:10]([CH3:22])[c:11]([CH:14]([C:15](=[O:16])[O:17][CH3:18])[CH2:19][CH2:20][CH3:21])[c:12]2-[c:28]2[c:27]([O:34][CH3:35])[cH:26][c:25]([Cl:24])[cH:30][cH:29]2)[cH:23]1. The reactants are Cl.FC1=CC2=C(C(=NO2)C2CCNCC2)C=C1 (6-fluoro-3-(4-piperidinyl)1,2 benzisoxazole hydrochloride), C(=O)([O-])[O-].[K+].[K+] (K2CO3), ClCCCOC1=C(C=C(C=C1)CC=O)OC (1-[4-(3-chloropropoxy)-3-methoxyphenyl]2 ethanone), CN(C=O)C (dimethylformamide). Run in O (water). Reaction conditions: temperature 90 celsius. Yields the product FC1=CC2=C(C(=NO2)C2CCN(CC2)CCCOC2=C(C=C(C=C2)C(C)=O)OC)C=C1 (1-[4-[3-[4-(6-fluoro-1,2-benzisoxazol-3-yl)-piperidinyl]propoxy]-3-methoxyphenyl]-ethanone). Isolated yield 58.6%. RXN SMILES: Cl.[F:2][C:3]1[CH:17]=[CH:16][C:6]2[C:7]([CH:10]3[CH2:15][CH2:14][NH:13][CH2:12][CH2:11]3)=[N:8][O:9][C:5]=2[CH:4]=1.C([O-])([O-])=[O:19].[K+].[K+].Cl[CH2:25][CH2:26][CH2:27][O:28][C:29]1[CH:34]=[CH:33][C:32]([CH2:35][CH:36]=O)=[CH:31][C:30]=1[O:38][CH3:39].CN(C)C=O>O>[F:2][C:3]1[CH:17]=[CH:16][C:6]2[C:7]([CH:10]3[CH2:11][CH2:12][N:13]([CH2:25][CH2:26][CH2:27][O:28][C:29]4[CH:34]=[CH:33][C:32]([C:35](=[O:19])[CH3:36])=[CH:31][C:30]=4[O:38][CH3:39])[CH2:14][CH2:15]3)=[N:8][O:9][C:5]=2[CH:4]=1 |f:0.1,2.3.4|. Reported procedure: A stirred mixture of 6-fluoro-3-(4-piperidinyl)1,2 benzisoxazole hydrochloride (5.1 g, 20 mmol), K2CO3 (5.2 g, 40 mmol), 1-[4-(3-chloropropoxy)-3-methoxyphenyl]2 ethanone (5.3 g, 22 mmol), and dimethylformamide (60 ml) was heated at 90° C. for 16 hours. The reaction was poured into water, and the aqueous mixture was extracted with ethyl acetate. The ethyl acetate was washed (water), dried (MgSO4) and concentrated to afford a moist solid. Recrystallization (twice) from ethyl alcohol afforded 5.0 ... The reactants are CC1=C(C=C(C=C1)C)C=1N=C(C2=C(N1)CCN(C2)C2=C(C=CC(=C2)C(C)C)C)N2[C@@H](CNCC2)C ((R)-2-(2,5-dimethylphenyl)-6-(5-isopropyl-2-methylphenyl)-4-(2-methylpiperazin-1-yl)-5,6,7,8-tetrahydropyrido[4,3-d]pyrimidine), BrCC(=O)N (2-bromoacetamide), CCN(C(C)C)C(C)C (DIEA). The solvent is C(Cl)Cl (DCM), CCOC(=O)C (EtOAc). Conditions: time 16 hour. Product: CC1=C(C=C(C=C1)C)C=1N=C(C2=C(N1)CCN(C2)C2=C(C=CC(=C2)C(C)C)C)N2[C@@H](CN(CC2)CC(=O)N)C ((R)-2-(4-(2-(2,5-dimethylphenyl)-6-(5-isopropyl-2-methylphenyl)-5,6,7,8-tetrahydropyrido[4,3-d]pyrimidin-4-yl)-3-methylpiperazin-1-yl)acetamide). As a reaction SMILES: [CH3:1][C:2]1[CH:7]=[CH:6][C:5]([CH3:8])=[CH:4][C:3]=1[C:9]1[N:10]=[C:11]([N:29]2[CH2:34][CH2:33][NH:32][CH2:31][C@H:30]2[CH3:35])[C:12]2[CH2:18][N:17]([C:19]3[CH:24]=[C:23]([CH:25]([CH3:27])[CH3:26])[CH:22]=[CH:21][C:20]=3[CH3:28])[CH2:16][CH2:15][C:13]=2[N:14]=1.Br[CH2:37][C:38]([NH2:40])=[O:39].CCN(C(C)C)C(C)C>C(Cl)Cl.CCOC(C)=O>[CH3:1][C:2]1[CH:7]=[CH:6][C:5]([CH3:8])=[CH:4][C:3]=1[C:9]1[N:10]=[C:11]([N:29]2[CH2:34][CH2:33][N:32]([CH2:37][C:38]([NH2:40])=[O:39])[CH2:31][C@H:30]2[CH3:35])[C:12]2[CH2:18][N:17]([C:19]3[CH:24]=[C:23]([CH:25]([CH3:27])[CH3:26])[CH:22]=[CH:21][C:20]=3[CH3:28])[CH2:16][CH2:15][C:13]=2[N:14]=1. Reported procedure: A mixture of (R)-2-(2,5-dimethylphenyl)-6-(5-isopropyl-2-methylphenyl)-4-(2-methylpiperazin-1-yl)-5,6,7,8-tetrahydropyrido[4,3-d]pyrimidine (43 mg, 0.053 mmol), 2-bromoacetamide (14.6 mg, 0.106 mmol) and DIEA (0.074 mL, 0.424 mmol) in DCM (2 mL) was stirred at rt for 16 h. The reaction was then diluted with EtOAc, and washed successively with sat aq NaHCO3, and brine. The organic layer was then dried over anhydrous sodium sulfate, filtered, and concentrated under reduced pressure. The resulting ...